Dataset: the Open Reaction Database (ORD), a public repository of structured organic reaction records. Task: describe an organic reaction: reactants, conditions, products, and yield The reactants are CN=C=S (methyl isothiocyanate), suspension, NCCOC1CCCN(C2=C1C=C(C=C2)Cl)C(C2=C(C=C(C=C2)NC(C2=C(C=CC=C2)Cl)=O)OC)=O (5-(2-aminoethoxy)-7-chloro-1-[2-methoxy-4-(2-chlorobenzoylamino)benzoyl]-2,3,4,5-tetrahydro-1H-benzoazepine). Run in C(C)O (ethanol). The product is CNC(=S)NCCOC1CCCN(C2=C1C=C(C=C2)Cl)C(C2=C(C=C(C=C2)NC(C2=C(C=CC=C2)Cl)=O)OC)=O (5-(2-methylaminothiocarbonylaminoethoxy)-7-chloro-1-[2-methoxy-4-(2-chlorobenzoylamino)benzoyl]-2,3,4,5-tetrahydro-1H-benzoazepine). As a reaction SMILES: [CH3:1][N:2]=[C:3]=[S:4].[NH2:5][CH2:6][CH2:7][O:8][CH:9]1[C:15]2[CH:16]=[C:17]([Cl:20])[CH:18]=[CH:19][C:14]=2[N:13]([C:21](=[O:40])[C:22]2[CH:27]=[CH:26][C:25]([NH:28][C:29](=[O:37])[C:30]3[CH:35]=[CH:34][CH:33]=[CH:32][C:31]=3[Cl:36])=[CH:24][C:23]=2[O:38][CH3:39])[CH2:12][CH2:11][CH2:10]1>C(O)C>[CH3:1][NH:2][C:3]([NH:5][CH2:6][CH2:7][O:8][CH:9]1[C:15]2[CH:16]=[C:17]([Cl:20])[CH:18]=[CH:19][C:14]=2[N:13]([C:21](=[O:40])[C:22]2[CH:27]=[CH:26][C:25]([NH:28][C:29](=[O:37])[C:30]3[CH:35]=[CH:34][CH:33]=[CH:32][C:31]=3[Cl:36])=[CH:24][C:23]=2[O:38][CH3:39])[CH2:12][CH2:11][CH2:10]1)=[S:4]. Procedure details: 0.13 ml of methyl isothiocyanate was added to 20 ml of a suspension of 0.5 g of 5-(2-aminoethoxy)-7-chloro-1-[2-methoxy-4-(2-chlorobenzoylamino)benzoyl]-2,3,4,5-tetrahydro-1H-benzoazepine in ethanol. The mixture was refluxed for 3 hours. The reaction mixture was subjected to vacuum distillation to remove ethanol. The residue was mixed with a saturated aqueous sodium hydrogencarbonate solution, followed by extraction with ethyl acetate. The organic layer was dried over magnesium sulfate and then ... The reactants are C(C)(=N)N1CCN(CC1)C(=O)[C@H]1NC[C@H](C1)SC=1[C@@H]([C@H]2N(C1C(=O)O)C([C@@H]2[C@@H](C)O)=O)C ((1R, 5S, 6S)-2-[(2S, 4S)-2-(4-acetimidoylpiperazin-1-ylcarbonyl)pyrrolidin-4-ylthio]-6-[(1R)-1-hydroxyethyl]-1-methyl-1-carbapen-2-em-3-carboxylic acid), Cl (hydrochloric acid). The solvent is O (water). The product is Cl.C(C)(=N)N1CCN(CC1)C(=O)[C@H]1NC[C@H](C1)SC=1[C@@H]([C@H]2N(C1C(=O)O)C([C@@H]2[C@@H](C)O)=O)C ((1R, 5S, 6S)-2-[(2S, 4S)-2-(4-Acetimidoylpiperazin-1-ylcarbonyl)pyrrolidin-4-ylthio]-6-[(1R)-1-hydroxyethyl]-1-methyl-1-carbapen-2-em-3-carboxylic acid hydrochloride). RXN SMILES: [C:1]([N:4]1[CH2:9][CH2:8][N:7]([C:10]([C@@H:12]2[CH2:16][C@H:15]([S:17][C:18]3[C@H:19]([CH3:32])[C@@H:20]4[C@@H:27]([C@H:28]([OH:30])[CH3:29])[C:26](=[O:31])[N:21]4[C:22]=3[C:23]([OH:25])=[O:24])[CH2:14][NH:13]2)=[O:11])[CH2:6][CH2:5]1)(=[NH:3])[CH3:2].[ClH:33]>O>[ClH:33].[C:1]([N:4]1[CH2:5][CH2:6][N:7]([C:10]([C@@H:12]2[CH2:16][C@H:15]([S:17][C:18]3[C@H:19]([CH3:32])[C@@H:20]4[C@@H:27]([C@H:28]([OH:30])[CH3:29])[C:26](=[O:31])[N:21]4[C:22]=3[C:23]([OH:25])=[O:24])[CH2:14][NH:13]2)=[O:11])[CH2:8][CH2:9]1)(=[NH:3])[CH3:2] |f:3.4|. Procedure: 200 mg of (1R, 5S, 6S)-2-[(2S, 4S)-2-(4-acetimidoylpiperazin-1-ylcarbonyl)pyrrolidin-4-ylthio]-6-[(1R)-1-hydroxyethyl]-1-methyl-1-carbapen-2-em-3-carboxylic acid [prepared as described in step (b) above] were dissolved in 5 ml of water, after which 0.43 ml of 1N aqueous hydrochloric acid was added. The resulting mixture was worked up and purified by reverse phase column chromatography through 30 ml of Cosmo Sil 75C18 -PREP (a trade mark for a product of Nacalai Tesque), using water as the eluent... Starting materials: COC(NC(C(C)C)C(=O)N1C(CCC1)C=1NC(=CN1)C1=CC2=CC=C(C=C2C=C1)C1=CC=C(C=C1)C=1NC(=NC1)C1N(CCC1)C(C(C1=CC=CC=C1)N)=O)=O ([1-(2-{5-[6-(4-{2-[1-(2-Amino-2-phenyl-acetyl)-pyrrolidin-2-yl]-3H-imidazol-4-yl}-phenyl)-naphthalen-2-yl]-1H-imidazol-2-yl}-pyrrolidine-1-carbonyl)-2-methyl-propyl]-carbamic acid methyl ester), CCN(C(C)C)C(C)C (DIPEA), C(CC)(=O)Cl (Propionyl chloride). The solvent is C1CCOC1 (THF). Run at time 8 hour. Product: COC(NC(C(C)C)C(=O)N1C(CCC1)C=1NC(=CN1)C1=CC2=CC=C(C=C2C=C1)C1=CC=C(C=C1)C=1NC(=NC1)C1N(CCC1)C(C(NC(CC)=O)C1=CC=CC=C1)=O)=O ([2-Methyl-1-(2-{5-[6-(4-{2-[1-(2-phenyl-2-propionylamino-acetyl)-pyrrolidin-2-yl]-3H-imidazol-4-yl}-phenyl)-naphthalen-2-yl]-1H-imidazol-2-yl}-pyrrolidine-1-carbonyl)-propyl]-carbamic acid methyl ester). Isolated yield 17.1%. As a reaction SMILES: [CH3:1][O:2][C:3](=[O:57])[NH:4][CH:5]([C:9]([N:11]1[CH2:15][CH2:14][CH2:13][CH:12]1[C:16]1[NH:17][C:18]([C:21]2[CH:30]=[CH:29][C:28]3[C:23](=[CH:24][CH:25]=[C:26]([C:31]4[CH:36]=[CH:35][C:34]([C:37]5[NH:38][C:39]([CH:42]6[CH2:46][CH2:45][CH2:44][N:43]6[C:47](=[O:56])[CH:48]([NH2:55])[C:49]6[CH:54]=[CH:53][CH:52]=[CH:51][CH:50]=6)=[N:40][CH:41]=5)=[CH:33][CH:32]=4)[CH:27]=3)[CH:22]=2)=[CH:19][N:20]=1)=[O:10])[CH:6]([CH3:8])[CH3:7].CCN(C(C)C)C(C)C.[C:67](Cl)(=[O:70])[CH2:68][CH3:69]>C1COCC1>[CH3:1][O:2][C:3](=[O:57])[NH:4][CH:5]([C:9]([N:11]1[CH2:15][CH2:14][CH2:13][CH:12]1[C:16]1[NH:17][C:18]([C:21]2[CH:30]=[CH:29][C:28]3[C:23](=[CH:24][CH:25]=[C:26]([C:31]4[CH:32]=[CH:33][C:34]([C:37]5[NH:38][C:39]([CH:42]6[CH2:46][CH2:45][CH2:44][N:43]6[C:47](=[O:56])[CH:48]([C:49]6[CH:54]=[CH:53][CH:52]=[CH:51][CH:50]=6)[NH:55][C:67](=[O:70])[CH2:68][CH3:69])=[N:40][CH:41]=5)=[CH:35][CH:36]=4)[CH:27]=3)[CH:22]=2)=[CH:19][N:20]=1)=[O:10])[CH:6]([CH3:8])[CH3:7]. Procedure details: [1-(2-{5-[6-(4-{2-[1-(2-Amino-2-phenyl-acetyl)-pyrrolidin-2-yl]-3H-imidazol-4-yl}-phenyl)-naphthalen-2-yl]-1H-imidazol-2-yl}-pyrrolidine-1-carbonyl)-2-methyl-propyl]-carbamic acid methyl ester (0.05 g, 0.057 mmol) was suspended in THF (0.572 mL). Upon addition of DIPEA (0.050 mL, 0.286 mmol), the slurry partially clarified. Propionyl chloride (0.005 mL, 0.057 mmol) was added at room temperature and the reaction was allowed to stir at room temperature overnight. Upon completion, the reaction was ... Starting materials: FC(S(=O)(=O)OC1=CC=2N(C=C1N(S(=O)(=O)C)CC)N=C(C2C(NC)=O)C2=CC=C(C=C2)F)(F)F (6-(N-ethylmethylsulfonamido)-2-(4-fluorophenyl)-3-(methylcarbamoyl)pyrazolo[1,5-a]pyridin-5-yl trifluoromethanesulfonate), N1=C(C=CC=C1)C1(CC1)NC(C1=CC(=CC=C1)B1OC(C(O1)(C)C)(C)C)=O (N-(1-(pyridin-2-yl)cyclopropyl)-3-(4,4,5,5-tetramethyl-1,3,2-dioxaborolan-2-yl)benzamide), tetrakistriphenylphosphine palladium, C([O-])([O-])=O.[Cs+].[Cs+] (cesium carbonate), O (water). Run in O1CCOCC1 (1,4-dioxane). Yields the product C(C)N(S(=O)(=O)C)C=1C(=CC=2N(C1)N=C(C2C(=O)NC)C2=CC=C(C=C2)F)C2=CC(=CC=C2)C(NC2(CC2)C2=NC=CC=C2)=O (6-(N-ethylmethylsulfonamido)-2-(4-fluorophenyl)-N-methyl-5-(3-(1-(pyridin-2-yl)cyclopropylcarbamoyl)phenyl)pyrazolo[1,5-a]pyridine-3-carboxamide). As a reaction SMILES: FC(F)(F)S(O[C:7]1[C:12]([N:13]([CH2:18][CH3:19])[S:14]([CH3:17])(=[O:16])=[O:15])=[CH:11][N:10]2[N:20]=[C:21]([C:27]3[CH:32]=[CH:31][C:30]([F:33])=[CH:29][CH:28]=3)[C:22]([C:23](=[O:26])[NH:24][CH3:25])=[C:9]2[CH:8]=1)(=O)=O.[N:36]1[CH:41]=[CH:40][CH:39]=[CH:38][C:37]=1[C:42]1([NH:45][C:46](=[O:62])[C:47]2[CH:52]=[CH:51][CH:50]=[C:49](B3OC(C)(C)C(C)(C)O3)[CH:48]=2)[CH2:44][CH2:43]1.C(=O)([O-])[O-].[Cs+].[Cs+].O>O1CCOCC1>[CH2:18]([N:13]([C:12]1[C:7]([C:51]2[CH:50]=[CH:49][CH:48]=[C:47]([C:46](=[O:62])[NH:45][C:42]3([C:37]4[CH:38]=[CH:39][CH:40]=[CH:41][N:36]=4)[CH2:43][CH2:44]3)[CH:52]=2)=[CH:8][C:9]2[N:10]([N:20]=[C:21]([C:27]3[CH:32]=[CH:31][C:30]([F:33])=[CH:29][CH:28]=3)[C:22]=2[C:23]([NH:24][CH3:25])=[O:26])[CH:11]=1)[S:14]([CH3:17])(=[O:15])=[O:16])[CH3:19] |f:2.3.4|. Reported procedure: 6-(N-ethylmethylsulfonamido)-2-(4-fluorophenyl)-3-(methylcarbamoyl)pyrazolo[1,5-a]pyridin-5-yl trifluoromethanesulfonate (0.1 g, 0.17 mmol, 1 eq), N-(1-(pyridin-2-yl)cyclopropyl)-3-(4,4,5,5-tetramethyl-1,3,2-dioxaborolan-2-yl)benzamide (0.0.65 g, 0.18 mmol, 1.1 eq), tetrakistriphenylphosphine palladium (0.0058 g, 0.0051 mmol, 0.03 eq) and cesium carbonate (0.165 g, 0.51 mmol, 3 eq) were dissolved in 1,4-dioxane (10 ml) and water (2 ml) and the reaction was heated at 90° C. for 14 hours. The solu... Starting materials: CC(C)(C)OC(=O)NC1CN(S(=O)(=O)c2ccccc2)C1, O=C(O)c1cccc(Sc2cc(Nc3ccccn3)n[nH]2)c1. The product is O=C(NC1CN(S(=O)(=O)c2ccccc2)C1)c1cccc(Sc2cc(Nc3ccccn3)n[nH]2)c1. RXN SMILES: [c:23]1([S:29](=[O:30])(=[O:31])[N:32]2[CH2:33][CH:34]([NH:36][C:37](=[O:38])[O:39][C:40]([CH3:41])([CH3:42])[CH3:43])[CH2:35]2)[cH:24][cH:25][cH:26][cH:27][cH:28]1.[n:1]1[c:2]([NH:7][c:8]2[n:9][nH:10][c:11]([S:13][c:14]3[cH:15][c:16]([C:17](=[O:18])[OH:19])[cH:20][cH:21][cH:22]3)[cH:12]2)[cH:3][cH:4][cH:5][cH:6]1>>[n:1]1[c:2]([NH:7][c:8]2[n:9][nH:10][c:11]([S:13][c:14]3[cH:15][c:16]([C:17](=[O:19])[NH:36][CH:34]4[CH2:33][N:32]([S:29]([c:23]5[cH:24][cH:25][cH:26][cH:27][cH:28]5)(=[O:30])=[O:31])[CH2:35]4)[cH:20][cH:21][cH:22]3)[cH:12]2)[cH:3][cH:4][cH:5][cH:6]1. Starting materials: C[N+](C)(C)N, CS(C)=O, [I-], N#Cc1ccc([N+](=O)[O-])cc1O. The product is N#Cc1ccc([N+](=O)[O-])c(N)c1O. Reaction SMILES: [CH3:14][N+:15]([CH3:16])([CH3:17])[NH2:18].[CH3:19][S:20]([CH3:21])=[O:22].[I-:13].[OH:1][c:2]1[c:3]([C:4]#[N:5])[cH:6][cH:7][c:8]([N+:10](=[O:11])[O-:12])[cH:9]1>>[OH:1][c:2]1[c:3]([C:4]#[N:5])[cH:6][cH:7][c:8]([N+:10](=[O:11])[O-:12])[c:9]1[NH2:15].